This data is from the Open Reaction Database (ORD), a public repository of structured organic reaction records. The task is: describe an organic reaction: reactants, conditions, products, and yield RXN SMILES: [C:1]1([C:7]([C:28]2[CH:33]=[CH:32][CH:31]=[CH:30][CH:29]=2)=[CH:8][CH:9]2[CH2:14][CH2:13][N:12]([CH2:15][CH2:16][CH2:17][CH2:18][CH2:19][CH2:20]CC3C=NC=CC=3)[CH2:11][CH2:10]2)[CH:6]=[CH:5][CH:4]=[CH:3][CH:2]=1.[C:34]([O-])(=O)/[CH:35]=[CH:36]/[C:37]([O-])=O>>[C:28]1([C:7]([C:1]2[CH:2]=[CH:3][CH:4]=[CH:5][CH:6]=2)=[CH:8][CH:9]2[CH2:14][CH2:13][N:12]([CH2:15][CH2:16][CH2:17][CH2:18][CH2:19][CH2:20][CH2:34][CH2:35][C:36]3[CH:37]=[N:12][CH:11]=[CH:10][CH:9]=3)[CH2:11][CH2:10]2)[CH:29]=[CH:30][CH:31]=[CH:32][CH:33]=1. The product is C1(=CC=CC=C1)C(=CC1CCN(CC1)CCCCCCCCC=1C=NC=CC1)C1=CC=CC=C1 (3-[8-[4-(2,2-diphenylethenyl)-1-piperidinyl]octyl]pyridine). Procedure: 3-[7-[4-(2,2-diphenylethenyl)-1-piperidinyl]heptyl]pyridine (1:1)-(E)-2-butenedioate salt hemihydrate; Reactants: C1(=CC=CC=C1)C(=CC1CCN(CC1)CCCCCCCC=1C=NC=CC1)C1=CC=CC=C1 (3-[7-[4-(2,2-diphenylethenyl)-1-piperidinyl]heptyl]pyridine), C(\C=C\C(=O)[O-])(=O)[O-] ((E)-2-butenedioate). Product: CC(C)(C)OC(=O)N1C2CC(CC2=NO)C1C(=O)N1CCCC1C#N. Reaction SMILES: [C:1](#[N:2])[CH:3]1[N:4]([C:8](=[O:9])[CH:10]2[N:11]([C:18](=[O:19])[O:20][C:21]([CH3:22])([CH3:23])[CH3:24])[CH:12]3[C:13](=[O:17])[CH2:14][CH:15]2[CH2:16]3)[CH2:5][CH2:6][CH2:7]1.[CH3:29][C:30](=[O:31])[O-:32].[CH3:33][CH2:34][OH:35].[ClH:25].[NH2:26][OH:27].[Na+:28].[OH2:36]>>[C:1](#[N:2])[CH:3]1[N:4]([C:8](=[O:9])[CH:10]2[N:11]([C:18](=[O:19])[O:20][C:21]([CH3:22])([CH3:23])[CH3:24])[CH:12]3[C:13](=[N:26][OH:27])[CH2:14][CH:15]2[CH2:16]3)[CH2:5][CH2:6][CH2:7]1. The reactants are CC(C)(C)OC(=O)N1C2CC(CC2=O)C1C(=O)N1CCCC1C#N, CC(=O)[O-], CCO, Cl, NO, [Na+], O. Reactants: C(C)(C)(C)OC(=O)N[C@@H](C)C(=O)N[C@@H](CC(C)C)C(=O)OCCOC1=CC=C(C=C1)C1=C(C(=NC(=C1C#N)N1CCCC1)SCC=1N=C(SC1)C1=CC=C(C=C1)Cl)C#N (2-{4-(2-({(2-(4-chlorophenyl)-1,3-thiazol-4-yl)methyl}sulfanyl)-3,5-dicyano-6-(pyrrolidin-1-yl)pyridin-4-yl)phenoxy}ethyl N-(tert-butoxycarbonyl)-L-alanyl-L-leucinate), Cl (hydrogen chloride). Run in ClCCl (dichloromethane), O1CCOCC1 (dioxane), C(C)OCC (diethyl ether). Conditions: time 3 hour. The product is Cl.C(C)(C)(C)OC(=O)N[C@@H](C)C(=O)N[C@@H](CC(C)C)C(=O)OCCOC1=CC=C(C=C1)C1=C(C(=NC(=C1C#N)N1CCCC1)SCC=1N=C(SC1)C1=CC=C(C=C1)Cl)C#N (2-{4-(2-({(2-(4-Chlorophenyl)-1,3-thiazol-4-yl)methyl}sulfanyl)-3,5-dicyano-6-(pyrrolidin-1-yl)pyridin-4-yl)phenoxy}ethyl N-(tert-butoxycarbonyl)-L-alanyl-L-leucinate hydrochloride). As a reaction SMILES: [C:1]([O:5][C:6]([NH:8][C@H:9]([C:11]([NH:13][C@H:14]([C:19]([O:21][CH2:22][CH2:23][O:24][C:25]1[CH:30]=[CH:29][C:28]([C:31]2[C:36]([C:37]#[N:38])=[C:35]([N:39]3[CH2:43][CH2:42][CH2:41][CH2:40]3)[N:34]=[C:33]([S:44][CH2:45][C:46]3[N:47]=[C:48]([C:51]4[CH:56]=[CH:55][C:54]([Cl:57])=[CH:53][CH:52]=4)[S:49][CH:50]=3)[C:32]=2[C:58]#[N:59])=[CH:27][CH:26]=1)=[O:20])[CH2:15][CH:16]([CH3:18])[CH3:17])=[O:12])[CH3:10])=[O:7])([CH3:4])([CH3:3])[CH3:2].Cl>ClCCl.C(OCC)C.O1CCOCC1>[ClH:57].[C:1]([O:5][C:6]([NH:8][C@H:9]([C:11]([NH:13][C@H:14]([C:19]([O:21][CH2:22][CH2:23][O:24][C:25]1[CH:26]=[CH:27][C:28]([C:31]2[C:36]([C:37]#[N:38])=[C:35]([N:39]3[CH2:40][CH2:41][CH2:42][CH2:43]3)[N:34]=[C:33]([S:44][CH2:45][C:46]3[N:47]=[C:48]([C:51]4[CH:56]=[CH:55][C:54]([Cl:57])=[CH:53][CH:52]=4)[S:49][CH:50]=3)[C:32]=2[C:58]#[N:59])=[CH:29][CH:30]=1)=[O:20])[CH2:15][CH:16]([CH3:18])[CH3:17])=[O:12])[CH3:10])=[O:7])([CH3:4])([CH3:3])[CH3:2] |f:5.6|. Procedure details: 153 mg (0.18 mmol) of 2-{4-(2-({(2-(4-chlorophenyl)-1,3-thiazol-4-yl)methyl}sulfanyl)-3,5-dicyano-6-(pyrrolidin-1-yl)pyridin-4-yl)phenoxy}ethyl N-(tert-butoxycarbonyl)-L-alanyl-L-leucinate were dissolved in 5 ml dichloromethane and 5 ml diethyl ether. 4.5 ml (17.8 mmol) of 4M hydrogen chloride in dioxane were added, and the mixture was stirred at room temperature for 3 h. The precipitate was filtered off, washed with diethyl ether and dried under high vacuum. This gave 68 mg (55. % of theory) of...